From a dataset of the Open Reaction Database (ORD), a public repository of structured organic reaction records. describe an organic reaction: reactants, conditions, products, and yield Reactants: O=C(N=C=S)c1ccccc1, O=C([O-])[O-], [K+], [K+], C1CCOC1, O, Nc1ccc(-c2ccncc2)cc1. Product: NC(=S)Nc1ccc(-c2ccncc2)cc1. As a reaction SMILES: [C:14](=[O:15])([c:16]1[cH:17][cH:18][cH:19][cH:20][cH:21]1)[N:22]=[C:23]=[S:24].[C:25](=[O:26])([O-:27])[O-:28].[K+:29].[K+:30].[O:31]1[CH2:32][CH2:33][CH2:34][CH2:35]1.[OH2:36].[n:1]1[cH:2][cH:3][c:4](-[c:7]2[cH:8][cH:9][c:10]([NH2:13])[cH:11][cH:12]2)[cH:5][cH:6]1>>[n:1]1[cH:2][cH:3][c:4](-[c:7]2[cH:8][cH:9][c:10]([NH:13][C:23]([NH2:22])=[S:24])[cH:11][cH:12]2)[cH:5][cH:6]1.